This data is from the Open Reaction Database (ORD), a public repository of structured organic reaction records. The task is: describe an organic reaction: reactants, conditions, products, and yield Starting materials: C(CCC)N(CCCOC1=C(C=CC=C1)C=1N=C(SC1)C1=CC=CC=C1)CCCC (4-(3-dibutylaminopropoxyphenyl)-2-phenylthiazole), 4-[3-(4-methylpiperazol-1-yl)propoxyphenyl]-2-phenylthiazole, ClC1=CC=C(C=C1)C=1SC=C(N1)C1=C(C=CC=C1)OCCCN(CCCC)CCCC (2-(4-chlorophenyl)-4-(3-dibutylaminopropoxyphenyl)thiazole). Yields the product N1(C=NC=C1)CCCOC1=C(C=CC=C1)C=1N=C(SC1)C1=CC=CC=C1 (4-[3-(1H-Imidazol-1-yl)propoxyphenyl]-2-phenylthiazole). RXN SMILES: [CH2:1]([N:5]([CH2:27]CCC)[CH2:6][CH2:7][CH2:8][O:9][C:10]1[CH:15]=[CH:14][CH:13]=[CH:12][C:11]=1[C:16]1[N:17]=[C:18]([C:21]2[CH:26]=[CH:25][CH:24]=[CH:23][CH:22]=2)[S:19][CH:20]=1)[CH2:2]CC.ClC1C=CC(C2SC=C(C3C=CC=CC=3OCCCN(CCCC)CCCC)[N:42]=2)=CC=1>>[N:5]1([CH2:6][CH2:7][CH2:8][O:9][C:10]2[CH:15]=[CH:14][CH:13]=[CH:12][C:11]=2[C:16]2[N:17]=[C:18]([C:21]3[CH:26]=[CH:25][CH:24]=[CH:23][CH:22]=3)[S:19][CH:20]=2)[CH:1]=[CH:2][N:42]=[CH:27]1. Reported procedure: By substituting m-hydroxyacetophenone for the p-hydroxyacetophenone, p-hydroxypropiophenone or p-hydroxybutyrophenone of Examples 1-26, the corresponding 4-(3-aminoalkoxyphenyl)-2-substituted thiazoles are produced. For example, 4-(3-dibutylaminopropoxyphenyl)-2-phenylthiazole, 4-[3-(4-methylpiperazol-1-yl)propoxyphenyl]-2-phenylthiazole and 2-(4-chlorophenyl)-4-(3-dibutylaminopropoxyphenyl)thiazole are produced by using m-hydroxyacetophenone in Examples 1, 6 and 16, respectively. Reported procedure: 1-indol-3-yl-2-cyano-3-dimethylaminopropen-1-one was prepared from 3-(cyanoacetyl) indole (4.0 g, mmol) and dimethylformamide dimethylacetal (4.1 mL, 23.9 mmol) as a yellow solid (2.4 g), m.p. 187-188°. δH (d6 DMSO) 11.73 (1H, bs), 8.26 (1H, s), 8.12 (1H, dd, J 6.8, 1.3 Hz), 7.98 (1H, s), 7.47-7.44 (1H, m), 7.20-7.09 (2H, m), 3.35 (3H, s) and 3.26 (3H, s). Reactants: C(#N)CC(=O)C1=CNC2=CC=CC=C12 (3-(cyanoacetyl) indole), COC(N(C)C)OC (dimethylformamide dimethylacetal). Reaction SMILES: [C:1]([CH2:3][C:4]([C:6]1[C:14]2[C:9](=[CH:10][CH:11]=[CH:12][CH:13]=2)[NH:8][CH:7]=1)=[O:5])#[N:2].CO[CH:17](OC)[N:18]([CH3:20])[CH3:19]>>[NH:8]1[C:9]2[C:14](=[CH:13][CH:12]=[CH:11][CH:10]=2)[C:6]([C:4](=[O:5])[C:3]([C:1]#[N:2])=[CH:17][N:18]([CH3:19])[CH3:20])=[CH:7]1. The product is N1C=C(C2=CC=CC=C12)C(C(=CN(C)C)C#N)=O (1-indol-3-yl-2-cyano-3-dimethylaminopropen-1-one). The reactants are O=C1CC[C@@H]2[C@H]1CN(C2)C(=O)OCC2=CC=CC=C2 (benzyl (3aR,6aS)-6-oxo-1,3,3a,4,5,6a-hexahydrocyclopenta[c]pyrrole-2-carboxylate), [BH4-].[Li+] (lithium borohydride). Run in C1CCOC1 (THF), C1CCOC1 (THF). Reaction conditions: time 8 hour. The product is OC1CC[C@@H]2[C@H]1CN(C2)C(=O)OCC2=CC=CC=C2 (benzyl (3aR,6aS)-6-hydroxy-3,3a,4,5,6,6a-hexahydro-1H-cyclopenta[c]pyrrole-2-carboxylate). Isolated yield 98.6%. RXN SMILES: [O:1]=[C:2]1[C@@H:6]2[CH2:7][N:8]([C:10]([O:12][CH2:13][C:14]3[CH:19]=[CH:18][CH:17]=[CH:16][CH:15]=3)=[O:11])[CH2:9][C@@H:5]2[CH2:4][CH2:3]1.[BH4-].[Li+]>C1COCC1>[OH:1][CH:2]1[C@@H:6]2[CH2:7][N:8]([C:10]([O:12][CH2:13][C:14]3[CH:19]=[CH:18][CH:17]=[CH:16][CH:15]=3)=[O:11])[CH2:9][C@@H:5]2[CH2:4][CH2:3]1 |f:1.2|. Reported procedure: A solution of benzyl (3aR,6aS)-6-oxo-1,3,3a,4,5,6a-hexahydrocyclopenta[c]pyrrole-2-carboxylate (850 mg, 3.3 mmol) in THF (10 mL) was added dropwise to a suspension of lithium borohydride (86 mg, 4 mmol) in THF (5 mL) at −78° C. The reaction mixture was allowed to warm to room temperature and was stirred overnight. The reaction mixture was then cooled to 0° C. and quenched with H2O2 (30% in H2O) and then poured onto H2O. The aqueous layer was extracted with EtOAc (2×) and the combined organic lay... The reactants are CO (methanol), Cl (HCl), [H-].C(C(C)C)[Al+]CC(C)C (diisobutylaluminium hydride), ClC1=C(C(=NC(=N1)C)OCCOC1CN(CCC1C1=CC=C(C=C1)OCCCOCC1=C(C=CC=C1)OC)C(=O)OC(C)(C)C)CC(=O)OC (tert-butyl 3-[2-(6-chloro-5-methoxycarbonylmethyl-2-methylpyrimidin-4-yloxy)ethoxy]-4-{4-[3-(2-methoxybenzyloxy)propoxy]phenyl}piperidine-1-carboxylate). The solvent is O1CCCC1 (tetrahydrofuran). Conditions: temperature -40 celsius, time 10 minute. The product is ClC1=C(C(=NC(=N1)C)OCCOC1CN(CCC1C1=CC=C(C=C1)OCCCOCC1=C(C=CC=C1)OC)C(=O)OC(C)(C)C)CCO (tert-Butyl 3-{2-[6-chloro-5-(2-hydroxyethyl)-2-methylpyrimidin-4-yloxy]ethoxy}-4-{4-[3-(2-methoxybenzyloxy)propoxy]phenyl}piperidine-1-carboxylate), SiO2. Reaction SMILES: [H-].C([Al+]CC(C)C)C(C)C.[Cl:11][C:12]1[N:17]=[C:16]([CH3:18])[N:15]=[C:14]([O:19][CH2:20][CH2:21][O:22][CH:23]2[CH:28]([C:29]3[CH:34]=[CH:33][C:32]([O:35][CH2:36][CH2:37][CH2:38][O:39][CH2:40][C:41]4[CH:46]=[CH:45][CH:44]=[CH:43][C:42]=4[O:47][CH3:48])=[CH:31][CH:30]=3)[CH2:27][CH2:26][N:25]([C:49]([O:51][C:52]([CH3:55])([CH3:54])[CH3:53])=[O:50])[CH2:24]2)[C:13]=1[CH2:56][C:57](OC)=[O:58].CO.Cl>O1CCCC1>[Cl:11][C:12]1[N:17]=[C:16]([CH3:18])[N:15]=[C:14]([O:19][CH2:20][CH2:21][O:22][CH:23]2[CH:28]([C:29]3[CH:30]=[CH:31][C:32]([O:35][CH2:36][CH2:37][CH2:38][O:39][CH2:40][C:41]4[CH:46]=[CH:45][CH:44]=[CH:43][C:42]=4[O:47][CH3:48])=[CH:33][CH:34]=3)[CH2:27][CH2:26][N:25]([C:49]([O:51][C:52]([CH3:55])([CH3:53])[CH3:54])=[O:50])[CH2:24]2)[C:13]=1[CH2:56][CH2:57][OH:58] |f:0.1|. Procedure: 4.8 ml of diisobutylaluminium hydride (1.5M in toluene) are added dropwise at −70° C. over 10 minutes to the solution of 1.74 g of tert-butyl 3-[2-(6-chloro-5-methoxycarbonylmethyl-2-methylpyrimidin-4-yloxy)ethoxy]-4-{4-[3-(2-methoxybenzyloxy)propoxy]phenyl}piperidine-1-carboxylate in 20 ml of tetrahydrofuran. The reaction mixture is warmed slowly to −40° C. over 3 hours, admixed with 0.4 ml of methanol and subsequently warmed to room temperature. The reaction solution is admixed with 20 ml of 0...